Dataset: the Open Reaction Database (ORD), a public repository of structured organic reaction records. Task: describe an organic reaction: reactants, conditions, products, and yield The solvent is CCOCC (Et2O), O (water), O (water), CCOC(=O)C (EtOAc), CCOCC (Et2O). The reactants are CN(C)C=O (DMF), O.O.C(C(=O)O)(=O)O (oxalic acid dihydrate), BrC1=C(OC2=C1C=CC=C2)C2OCCO2 (3-Bromo-2-(1,3-dioxolan-2-yl)-1-benzofuran). Reaction conditions: temperature -78 celsius, time 1 hour. As a reaction SMILES: Br[C:2]1[C:6]2[CH:7]=[CH:8][CH:9]=[CH:10][C:5]=2[O:4][C:3]=1[CH:11]1[O:15][CH2:14][CH2:13][O:12]1.CN([CH:19]=[O:20])C.O.O.C(O)(=O)C(O)=O>CCOCC.O.CCOC(C)=O>[O:12]1[CH2:13][CH2:14][O:15][CH:11]1[C:3]1[O:4][C:5]2[CH:10]=[CH:9][CH:8]=[CH:7][C:6]=2[C:2]=1[CH:19]=[O:20] |f:2.3.4|. Procedure: 3-Bromo-2-(1,3-dioxolan-2-yl)-1-benzofuran (6.6 g 24.5 mmol) is dissolved in Et2O (100 ml) in a 3-neck, flame-dried, round-bottom flask under nitrogen and cooled to −78° C. tert-butylithium (31.7 ml, 53.9 mmol) is added dropwise, and the chilled solution is stirred 1 h. DMF (2.18 ml, 28.2 mmol) is dissolved in Et2O (25 ml) and also added dropwise, and the mixture is stirred at −78° C. for another 7 h. The reaction is warmed to rt, whereby oxalic acid dihydrate (6.18 g, 49.0 mmol) and water (25 m... Yield: 71.8%. Yields the product O1C(OCC1)C=1OC2=C(C1C=O)C=CC=C2 (2-(1,3-dioxolan-2-yl)-1-benzofuran-3-carbaldehyde). Starting materials: C(C)(C)(C)OC(=O)N1CCC(CC1)O (1-tert-butoxycarbonyl-4-hydroxypiperidine), C1(=CC=CC=C1)P(C1=CC=CC=C1)C1=CC=CC=C1 (triphenylphosphine), CC1=NN=C(S1)S (5-methyl-1,3,4-thiadiazol-2-thiol), N(=NC(=O)OC(C)C)C(=O)OC(C)C (diisopropyl azodicarboxylate), crude product, FC(C(=O)O)(F)F (trifluoroacetic acid). Run in C(C)(=O)OCC (ethyl acetate), C1CCOC1 (THF), ClCCl (dichloromethane). Run at time 1 hour. Product: FC(C(=O)O)(F)F.CC1=NN=C(S1)SC1CCNCC1 (4-(5-Methyl-1,3,4-thiadiazol-2-ylthio)piperidine Trifluoroacetate). RXN SMILES: C(OC([N:8]1[CH2:13][CH2:12][CH:11](O)[CH2:10][CH2:9]1)=O)(C)(C)C.C1(P(C2C=CC=CC=2)C2C=CC=CC=2)C=CC=CC=1.[CH3:34][C:35]1[S:39][C:38]([SH:40])=[N:37][N:36]=1.N(C(OC(C)C)=O)=NC(OC(C)C)=O.[F:55][C:56]([F:61])([F:60])[C:57]([OH:59])=[O:58]>C1COCC1.C(OCC)(=O)C.ClCCl>[F:55][C:56]([F:61])([F:60])[C:57]([OH:59])=[O:58].[CH3:34][C:35]1[S:39][C:38]([S:40][CH:11]2[CH2:10][CH2:9][NH:8][CH2:13][CH2:12]2)=[N:37][N:36]=1 |f:8.9|. Procedure details: To a solution of 1-tert-butoxycarbonyl-4-hydroxypiperidine (1.01 g, 5.0 mmol) in dry THF (30 mL) were added triphenylphosphine (2.0 g, 7.5 mmol) and 5-methyl-1,3,4-thiadiazol-2-thiol (0.79 g, 6.0 mmol). To the mixture was added diisopropyl azodicarboxylate (1.2 mL, 6.0 mmol) under ice cooling, and the mixture was stirred at the same temperature for 1 hour. The reaction mixture was diluted with ethyl acetate (100 mL), which was washed with saturated aqueous solution of sodium hydrogen carbonate, ...